The task is: describe an organic reaction: reactants, conditions, products, and yield. This data is from the Open Reaction Database (ORD), a public repository of structured organic reaction records. Starting materials: C(C1=CC=CC=C1)C1C(=CC(O1)=O)O (5-benzyl-4-hydroxy-5H-furan-2-one), C(C1=CC=CC=C1)=O (benzaldehyde), ClC=1C=C2C(=CNC2=CC1)CCNC(C)=O (N-[2-(5-chloro-1H-indol-3-yl)-ethyl]-acetamide). Product: C(C1=CC=CC=C1)C1C(=C(C(O1)=O)C(C=1NC2=CC=C(C=C2C1CCNC(C)=O)Cl)C1=CC=CC=C1)O (N-(2-{2-[(5-Benzyl-4-hydroxy-2-oxo-2,5-dihydro-furan-3-yl)-phenyl-methyl]-5-chloro-1H-indol-3-yl}-ethyl)-acetamide). RXN SMILES: [CH2:1]([CH:8]1[O:12][C:11](=[O:13])[CH:10]=[C:9]1[OH:14])[C:2]1[CH:7]=[CH:6][CH:5]=[CH:4][CH:3]=1.[CH:15](=O)[C:16]1[CH:21]=[CH:20][CH:19]=[CH:18][CH:17]=1.[Cl:23][C:24]1[CH:25]=[C:26]2[C:30](=[CH:31][CH:32]=1)[NH:29][CH:28]=[C:27]2[CH2:33][CH2:34][NH:35][C:36](=[O:38])[CH3:37]>>[CH2:1]([CH:8]1[O:12][C:11](=[O:13])[C:10]([CH:15]([C:16]2[CH:21]=[CH:20][CH:19]=[CH:18][CH:17]=2)[C:28]2[NH:29][C:30]3[C:26]([C:27]=2[CH2:33][CH2:34][NH:35][C:36](=[O:38])[CH3:37])=[CH:25][C:24]([Cl:23])=[CH:32][CH:31]=3)=[C:9]1[OH:14])[C:2]1[CH:3]=[CH:4][CH:5]=[CH:6][CH:7]=1. Reported procedure: Using general procedure C, 5-benzyl-4-hydroxy-5H-furan-2-one (Lit. 13) was reacted with benzaldehyde and N-[2-(5-chloro-1H-indol-3-yl)-ethyl]-acetamide (Lit. 2) to give the title compound as a white solid. MS: 513.1 ([M−H]−). Reactants: Cl.C(C)(=O)OCC (Hydrochloric acid ethyl acetate), CN(CCCN(C=O)OCCC1N(CCCC1)C(CCCCCCCCCCCCCCCCCCCCC)=O)C (N-[3-(dimethylamino)propyl]-[2-(1-docosanoyl-2-piperidyl)ethoxy]formamide). Solvent: C(C)(=O)OCC (ethyl acetate). Reaction conditions: time 20 minute. Product: Cl.CN(CCCN(C=O)OCCC1N(CCCC1)C(CCCCCCCCCCCCCCCCCCCCC)=O)C (N-[3-(Dimethylamino)propyl]-[2-(1-docosanoyl-2-piperidyl)ethoxy]formamide hydrochloride). Reaction SMILES: [ClH:1].C(OCC)(=O)C.[CH3:8][N:9]([CH3:48])[CH2:10][CH2:11][CH2:12][N:13]([O:16][CH2:17][CH2:18][CH:19]1[CH2:24][CH2:23][CH2:22][CH2:21][N:20]1[C:25](=[O:47])[CH2:26][CH2:27][CH2:28][CH2:29][CH2:30][CH2:31][CH2:32][CH2:33][CH2:34][CH2:35][CH2:36][CH2:37][CH2:38][CH2:39][CH2:40][CH2:41][CH2:42][CH2:43][CH2:44][CH2:45][CH3:46])[CH:14]=[O:15]>C(OCC)(=O)C>[ClH:1].[CH3:48][N:9]([CH3:8])[CH2:10][CH2:11][CH2:12][N:13]([O:16][CH2:17][CH2:18][CH:19]1[CH2:24][CH2:23][CH2:22][CH2:21][N:20]1[C:25](=[O:47])[CH2:26][CH2:27][CH2:28][CH2:29][CH2:30][CH2:31][CH2:32][CH2:33][CH2:34][CH2:35][CH2:36][CH2:37][CH2:38][CH2:39][CH2:40][CH2:41][CH2:42][CH2:43][CH2:44][CH2:45][CH3:46])[CH:14]=[O:15] |f:0.1,4.5|. Procedure: 4N Hydrochloric acid/ethyl acetate solution (0.58 ml) was added to a solution of N-[3-(dimethylamino)propyl]-[2-(1-docosanoyl-2-piperidyl)ethoxy]formamide (1.04 g) in ethyl acetate (11 ml) at room temperature. After being stirred for 20 minutes, the reaction mixture was concentrated. The residue was recrystallized with ethyl acetate, thereby yielding the entitled compound (1.12 g) as white crystals. Reactants: [Br-], O=C([O-])[O-], CC(C)(C)C(=O)CBr, CCCC[N+](CCCC)(CCCC)CCCC, CN(C)C=O, [I-], [K+], [K+], [K+], CC(C)(C)OC(=O)NC1CN(C2CCCC2)c2ccccc2NC1=O. Yields the product CC(C)(C)OC(=O)NC1CN(C2CCCC2)c2ccccc2N(CC(=O)C(C)(C)C)C1=O. RXN SMILES: [Br-:42].[C:11](=[O:12])([O-:13])[O-:14].[C:1]([CH3:2])([CH3:3])([CH3:4])[C:5](=[O:6])[CH2:7][Br:8].[CH2:43]([N+:44]([CH2:45][CH2:46][CH2:47][CH3:48])([CH2:49][CH2:50][CH2:51][CH3:52])[CH2:53][CH2:54][CH2:55][CH3:56])[CH2:57][CH2:58][CH3:59].[CH3:60][N:61]([CH3:62])[CH:63]=[O:64].[I-:10].[K+:15].[K+:16].[K+:9].[O:17]=[C:18]1[CH:19]([NH:34][C:35](=[O:36])[O:37][C:38]([CH3:39])([CH3:40])[CH3:41])[CH2:20][N:21]([CH:29]2[CH2:30][CH2:31][CH2:32][CH2:33]2)[c:22]2[c:23]([cH:25][cH:26][cH:27][cH:28]2)[NH:24]1>>[C:1]([CH3:2])([CH3:3])([CH3:4])[C:5](=[O:6])[CH2:7][N:24]1[C:18](=[O:17])[CH:19]([NH:34][C:35](=[O:36])[O:37][C:38]([CH3:39])([CH3:40])[CH3:41])[CH2:20][N:21]([CH:29]2[CH2:30][CH2:31][CH2:32][CH2:33]2)[c:22]2[c:23]1[cH:25][cH:26][cH:27][cH:28]2. The reactants are FC(C1=CC=C(NC(CC#N)=O)C=C1)(F)F (4'-trifluoromethyl-cyanoacetanilide), C(CC=C)(=O)Cl (3-butenoyl chloride), hydrochloric acid ice, [H-].[Na+] (sodium hydride). Run at time 30 minute. The solvent is O1CCCC1 (tetrahydrofuran). The yield is 31.2%. Yields the product C(#N)C(C(=O)NC1=CC=C(C=C1)C(F)(F)F)=C(CC=C)O (2-cyano-3-hydroxy-N-(4-trifluoromethylphenyl)-hexa-2,5-dienamide), starting material. As a reaction SMILES: [F:1][C:2]([F:16])([F:15])[C:3]1[CH:14]=[CH:13][C:6]([NH:7][C:8](=[O:12])[CH2:9][C:10]#[N:11])=[CH:5][CH:4]=1.[H-].[Na+].[C:19](Cl)(=[O:23])[CH2:20][CH:21]=[CH2:22]>O1CCCC1>[C:10]([C:9](=[C:19]([OH:23])[CH2:20][CH:21]=[CH2:22])[C:8]([NH:7][C:6]1[CH:5]=[CH:4][C:3]([C:2]([F:15])([F:16])[F:1])=[CH:14][CH:13]=1)=[O:12])#[N:11] |f:1.2|. Procedure details: 6.0 g (0.026 mole) of 4'-trifluoromethyl-cyanoacetanilide in 200 ml of dry tetrahydrofuran were stirred under nitrogen at room temperature and were treated with 1.95 g (0.065 mole) of sodium hydride 80% oil dispersion. The mixture was stirred for a further 30 minutes at room temperature and cooled to -50° C. before the dropwise addition of 3.3 g (0.033 mole) of 3-butenoyl chloride prepared as described in J. Chem. Soc. (1948), p. 661. The mixture was stirred at -50° C. for 2 hours, then was pour...